This data is from the Open Reaction Database (ORD), a public repository of structured organic reaction records. The task is: describe an organic reaction: reactants, conditions, products, and yield Reactants: ClC=1C=C2OC3=C(C(N2C1)=O)C(=C(C(=C3)O)CCC)O (2-chloro-6,8-dihydroxy-7-propyl-9H-pyrrolo [2,1-b][1,3]benzoxazin-9-one), CN(S(=O)(=O)Cl)C (dimethylsulfamylchloride). Reagents/catalysts: CN(C1=CC=NC=C1)C (4-dimethylaminopyridine). Solvent: C1(=CC=CC=C1)C (toluene), C(C)(=O)OCC (ethyl acetate). Conditions: temperature 85 celsius. The product is CN(S(OC1=CC2=C(C(N3C(O2)=CC(=C3)Cl)=O)C(=C1CCC)O)(=O)=O)C (2-chloro-8-hydroxy-9-oxo-7-propyl-9H-pyrrolo[2,1-b][1,3]benzoxazin-6-yl dimethylsulfamate). The yield is 71.1%. As a reaction SMILES: [Cl:1][C:2]1[CH:3]=[C:4]2[N:9]([CH:10]=1)[C:8](=[O:11])[C:7]1[C:12]([OH:20])=[C:13]([CH2:17][CH2:18][CH3:19])[C:14]([OH:16])=[CH:15][C:6]=1[O:5]2.[CH3:21][N:22]([CH3:27])[S:23](Cl)(=[O:25])=[O:24]>C1(C)C=CC=CC=1.CN(C)C1C=CN=CC=1.C(OCC)(=O)C>[CH3:21][N:22]([CH3:27])[S:23](=[O:25])(=[O:24])[O:16][C:14]1[C:13]([CH2:17][CH2:18][CH3:19])=[C:12]([OH:20])[C:7]2[C:8](=[O:11])[N:9]3[CH:10]=[C:2]([Cl:1])[CH:3]=[C:4]3[O:5][C:6]=2[CH:15]=1. Reported procedure: To 80 mg (0.27 mmol) of 2-chloro-6,8-dihydroxy-7-propyl-9H-pyrrolo [2,1-b][1,3]benzoxazin-9-one in 3 mL of toluene was added 0.3 mL (2.77 mmol) of dimethylsulfamylchloride and 0.066 g (0.54 mmol) of 4-dimethylaminopyridine (DMAP). The mixture was heated to 85° C. for 2 hr. It was cooled, diluted with ethyl acetate and extracted two times with 1N HCl. The organic layer was dried (Na2SO4) and concentrated. The residue was purified by preparative TLC (hexane: CH2Cl2 ; 1:1) to give 77 mg of the titl... Reactants: CN1OCCC(=Cc2cc(C(C)(C)C)c(O)c(C(C)(C)C)c2)C1=O, CS(C)=O, CI, [H-], [Na+], O. The product is COc1c(C(C)(C)C)cc(C=C2CCON(C)C2=O)cc1C(C)(C)C. RXN SMILES: [C:3]([CH3:4])([CH3:5])([CH3:6])[c:7]1[cH:8][c:9]([CH:10]=[C:11]2[C:12](=[O:18])[N:13]([CH3:17])[O:14][CH2:15][CH2:16]2)[cH:19][c:20]([C:23]([CH3:24])([CH3:25])[CH3:26])[c:21]1[OH:22].[CH3:27][S:28](=[O:29])[CH3:30].[CH3:31][I:32].[H-:1].[Na+:2].[OH2:33]>>[C:3]([CH3:4])([CH3:5])([CH3:6])[c:7]1[cH:8][c:9]([CH:10]=[C:11]2[C:12](=[O:18])[N:13]([CH3:17])[O:14][CH2:15][CH2:16]2)[cH:19][c:20]([C:23]([CH3:24])([CH3:25])[CH3:26])[c:21]1[O:22][CH3:27]. Starting materials: P(=O)(Cl)(Cl)Cl (phosphorous oxychloride), N1C(COCC1)=O (3-morpholinone), NC1=C(C=CC=C1)N1CCOCC1 (4-(2-aminophenyl)morpholine). The solvent is C(C)#N (acetonitrile), C(C)#N (acetonitrile). Yields the product Cl.N1C(COCC1)=NC1=C(C=CC=C1)N1CCOCC1 (4-[2-(3-morpholinylideneamino)phenyl]-morpholine hydrochloride). Reaction SMILES: [NH:1]1[CH2:6][CH2:5][O:4][CH2:3][C:2]1=O.[NH2:8][C:9]1[CH:14]=[CH:13][CH:12]=[CH:11][C:10]=1[N:15]1[CH2:20][CH2:19][O:18][CH2:17][CH2:16]1.P(Cl)(Cl)([Cl:23])=O>C(#N)C>[ClH:23].[NH:1]1[CH2:6][CH2:5][O:4][CH2:3][C:2]1=[N:8][C:9]1[CH:14]=[CH:13][CH:12]=[CH:11][C:10]=1[N:15]1[CH2:20][CH2:19][O:18][CH2:17][CH2:16]1 |f:4.5|. Procedure: A mixture of 3-morpholinone (4 g) in dry acetonitrile (40 ml), 4-(2-aminophenyl)morpholine (3.6 g) in dry acetonitrile (20 ml) and phosphorous oxychloride (3.6 ml) was heated for 40 hours at 65°-70° C. to give oil which was purified by column chromatography on neutral alumina (72 g) using (a) hexane, (b) dichloromethane:hexane (1:1) and (c) dichloromethane as eluant. The resulting oil was treated with a saturated solution of hydrogen chloride in methanol (25 ml) to give a pale yellow solid which... The reactants are BrC1=NSC2=NC=CN=C21 (3-bromoisothiazolo[5,4-b]pyrazine), NCCCN (1,3-diaminopropane). Solvent: CO (methanol). Reaction conditions: time 15 minute. The product is S1N=C(C=2C1=NC=CN2)NCCCN (N1-(isothiazolo[5,4-b]pyrazin-3-yl)propane-1,3-diamine). As a reaction SMILES: Br[C:2]1[C:10]2[C:5](=[N:6][CH:7]=[CH:8][N:9]=2)[S:4][N:3]=1.[NH2:11][CH2:12][CH2:13][CH2:14][NH2:15]>CO>[S:4]1[C:5]2=[N:6][CH:7]=[CH:8][N:9]=[C:10]2[C:2]([NH:11][CH2:12][CH2:13][CH2:14][NH2:15])=[N:3]1. Procedure: To a solution of 3-bromoisothiazolo[5,4-b]pyrazine in methanol (25 mL) was added 1,3-diaminopropane (6 mL). The reaction mixture was stirred at room temperature for 15 min, then heated to 50° C. After 1 h, the starting material was consumed as judged by LC-MS. The reaction mixture was concentrated under reduced pressure and then partitioned between ethyl acetate and brine. The aqueous layer was back-extracted twice with ethyl acetate and once with methylene chloride. The combined organic layers ... The reactants are C(#N)C(=NC(=C(C1=CC=CC=C1)N)C)C(=O)OC (1-cyano-1-methoxycarbonyl-3-methyl-4-amino-4-phenyl-2-aza-1,3-butadiene), C(#N)C(=NC=C(C1C(C=CC=C1)=C=O)N)OC (1-cyano-1-methoxy-carbonyl-4-amino-4-phenyl-2-aza-1,3-butadiene). The product is COC(=O)C1=NC=C(N=C1N)C1=CC=CC=C1 (2-methoxycarbonyl-3-amino-5-phenyl-pyrazine). As a reaction SMILES: [C:1]([C:3]([C:15]([O:17][CH3:18])=[O:16])=[N:4][C:5](C)=[C:6]([NH2:13])[C:7]1[CH:12]=[CH:11][CH:10]=[CH:9][CH:8]=1)#[N:2].C(C(OC)=NC=C(N)C1C=CC=CC1=C=O)#N>>[CH3:18][O:17][C:15]([C:3]1[C:1]([NH2:2])=[N:13][C:6]([C:7]2[CH:12]=[CH:11][CH:10]=[CH:9][CH:8]=2)=[CH:5][N:4]=1)=[O:16]. Reported procedure: One operates as in Example 15, but the 4 parts of 1-cyano-1-methoxycarbonyl-3-methyl-4-amino-4-phenyl-2-aza-1,3-butadiene are replaced by 3.8 parts of 1-cyano-1-methoxy-carbonyl-4-amino-4-phenyl-2-aza-1,3-butadiene. 3.66 parts of 2-methoxycarbonyl-3-amino-5-phenyl-pyrazine are obtained. After recrystallisation of the product from methanol the melting point is 228°C.